This data is from the Open Reaction Database (ORD), a public repository of structured organic reaction records. The task is: describe an organic reaction: reactants, conditions, products, and yield The reactants are Cl.NC1C(C2=CC=C(C(=C2CC1)OCC1=CC=CC=C1)OCC1=CC=CC=C1)=O (2-amino-5,6-dibenzyloxy-3,4-dihydro-1(2H)-naphthalenone hydrochloride), aqueous solution, C(C1=CC=CC=C1)OC1=C2CCC(C(C2=CC=C1OCC1=CC=CC=C1)=O)NC(C(F)(F)F)=O (5,6-dibenzyloxy-2-trifluoroacetamido-3,4-dihydro-1(2H)-naphthalenone), 3-phenylpropanol p-toluenesulfonic acid ester, Br (hydrogen bromide). The product is Br.OC1=C2CCC(C(C2=CC=C1O)=O)NCCCC1=CC=CC=C1 (5,6-dihydroxy-2-(3-phenylpropylamino)-3,4-dihydro-1(2H)-naphthalenone hydrobromide). As a reaction SMILES: Cl.[NH2:2][CH:3]1[CH2:12][CH2:11][C:10]2[C:5](=[CH:6][CH:7]=[C:8]([O:21]CC3C=CC=CC=3)[C:9]=2[O:13]CC2C=CC=CC=2)[C:4]1=[O:29].C(O[C:38]1[C:47](OCC2C=CC=CC=2)=[CH:46][CH:45]=[C:44]2[C:39]=1[CH2:40][CH2:41][CH:42](NC(=O)C(F)(F)F)C2=O)C1C=CC=CC=1.[BrH:64]>>[BrH:64].[OH:13][C:9]1[C:8]([OH:21])=[CH:7][CH:6]=[C:5]2[C:10]=1[CH2:11][CH2:12][CH:3]([NH:2][CH2:42][CH2:41][CH2:40][C:39]1[CH:44]=[CH:45][CH:46]=[CH:47][CH:38]=1)[C:4]2=[O:29] |f:0.1,4.5|. Reported procedure: 20 Parts of 2-amino-5,6-dibenzyloxy-3,4-dihydro-1(2H)-naphthalenone hydrochloride is subjected to a procedure similar to that described in Reference Example 11 and the resultant 5,6-dibenzyloxy-2-trifluoroacetamido-3,4-dihydro-1(2H)-naphthalenone is reacted with 60 parts of 3-phenylpropanol p-toluenesulfonic acid ester under the same conditions as set forth in Reference Example 11. The reaction product is then hydrolyzed in a 47 % aqueous solution of hydrogen bromide to obtain 3 parts of 5,6-dih...